Task: describe an organic reaction: reactants, conditions, products, and yield. Dataset: the Open Reaction Database (ORD), a public repository of structured organic reaction records The reactants are Clc1ncc(Br)c(Cl)n1, CC(C)[Mg+], [Cl-], O=Cc1cc(F)cc2ccoc12, C1CCOC1. The product is OC(c1cnc(Cl)nc1Cl)c1cc(F)cc2ccoc12. RXN SMILES: [Br:1][c:2]1[c:3]([Cl:9])[n:4][c:5]([Cl:8])[n:6][cH:7]1.[CH:11]([Mg+:12])([CH3:13])[CH3:14].[Cl-:10].[F:15][c:16]1[cH:17][c:18]([CH:25]=[O:26])[c:19]2[c:20]([cH:21][cH:22][o:23]2)[cH:24]1.[O:27]1[CH2:28][CH2:29][CH2:30][CH2:31]1>>[c:2]1([CH:25]([c:18]2[cH:17][c:16]([F:15])[cH:24][c:20]3[c:19]2[o:23][cH:22][cH:21]3)[OH:26])[c:3]([Cl:9])[n:4][c:5]([Cl:8])[n:6][cH:7]1.